The task is: describe an organic reaction: reactants, conditions, products, and yield. This data is from the Open Reaction Database (ORD), a public repository of structured organic reaction records. Starting materials: OC1=C(C=CC=C1)NC(CCNC(=O)C1OC(OCC1(C)C)(C)C)=O (N-(2-Hydroxyphenyl)-3-[N-(2,2,5,5-tetramethyl-1,3-dioxane-4-carbonyl)amino]propanamide), C(CCCCCCC\C=C/CCCCCCCC)(=O)O (oleic acid). Yields the product C(CCCCCCC\C=C/CCCCCCCC)(=O)OC1=C(C=CC=C1)NC(CCNC(=O)C1OC(OCC1(C)C)(C)C)=O (N-[2-(Oleoyloxy)phenyl]-3-[N-(2,2,5,5-tetramethyl-1,3-dioxane-4-carbonyl)amino]propanamide). The yield is 67.0%. RXN SMILES: [OH:1][C:2]1[CH:7]=[CH:6][CH:5]=[CH:4][C:3]=1[NH:8][C:9](=[O:25])[CH2:10][CH2:11][NH:12][C:13]([CH:15]1[C:20]([CH3:22])([CH3:21])[CH2:19][O:18][C:17]([CH3:24])([CH3:23])[O:16]1)=[O:14].[C:26](O)(=[O:44])[CH2:27][CH2:28][CH2:29][CH2:30][CH2:31][CH2:32][CH2:33]/[CH:34]=[CH:35]\[CH2:36][CH2:37][CH2:38][CH2:39][CH2:40][CH2:41][CH2:42][CH3:43]>>[C:26]([O:1][C:2]1[CH:7]=[CH:6][CH:5]=[CH:4][C:3]=1[NH:8][C:9](=[O:25])[CH2:10][CH2:11][NH:12][C:13]([CH:15]1[C:20]([CH3:21])([CH3:22])[CH2:19][O:18][C:17]([CH3:24])([CH3:23])[O:16]1)=[O:14])(=[O:44])[CH2:27][CH2:28][CH2:29][CH2:30][CH2:31][CH2:32][CH2:33]/[CH:34]=[CH:35]\[CH2:36][CH2:37][CH2:38][CH2:39][CH2:40][CH2:41][CH2:42][CH3:43]. Procedure details: N-(2-Hydroxyphenyl)-3-[N-(2,2,5,5-tetramethyl-1,3-dioxane-4-carbonyl)amino]propanamide (350 mg) and 282 mg of oleic acid were reacted in the same manner as in Example 15 to obtain 411 mg of the title compound (yield: 67%). The reactants are IC1=C(C(=NC=C1)OC)C=O (4-iodo-2-methoxy-pyridine-3-carbaldehyde), C(C=CC)O (crotyl alcohol), C(C)[SiH](CC)CC (triethylsilane), FC(C(=O)O)(F)F (trifluoroacetic acid), C([O-])(O)=O.[Na+] (sodium bicarbonate). Run at temperature 22 celsius, time 12 hour. Product: C(C=CC)OCC=1C(=NC=CC1I)OC (3-(but-2-enyloxymethyl)-4-iodo-2-methoxy-pyridine). As a reaction SMILES: [I:1][C:2]1[CH:7]=[CH:6][N:5]=[C:4]([O:8][CH3:9])[C:3]=1[CH:10]=[O:11].[CH2:12](O)[CH:13]=[CH:14][CH3:15].C([SiH](CC)CC)C.FC(F)(F)C(O)=O.C(=O)(O)[O-].[Na+]>>[CH2:12]([O:11][CH2:10][C:3]1[C:4]([O:8][CH3:9])=[N:5][CH:6]=[CH:7][C:2]=1[I:1])[CH:13]=[CH:14][CH3:15] |f:4.5|. Reported procedure: A 500 mL 3-necked round-bottom flask is equipped with an overhead mechanical stirrer under nitrogen, the flask is charged with 4-iodo-2-methoxy-pyridine-3-carbaldehyde (75.0 g, 0.29 mol) prepared as in example 1, crotyl alcohol (75 mL, 0.88 mol), and triethylsilane (70 mL, 0.44 mol). To the stirred suspension at 0° C. is added trifluoroacetic acid (175 mL, 2.27 mol) dropwise via an addition funnel. The resulting solution is stirred at about 22° C. for approximately 12 hr. The reaction mixture is... The reactants are O=C([O-])[O-], CN1CCCC1=O, CCOC(C)=O, ClCCN1CCOCC1, Cl, CCCOc1ccc(F)c2c(=O)c(-c3ccc(OC)cc3)c[nH]c12, [K+], [K+], O. Product: CCCOc1ccc(F)c2c(=O)c(-c3ccc(OC)cc3)cn(CCN3CCOCC3)c12. Reaction SMILES: [C:1](=[O:2])([O-:3])[O-:4].[CH3:17][N:18]1[CH2:19][CH2:20][CH2:21][C:22]1=[O:23].[CH3:48][CH2:49][O:50][C:51](=[O:52])[CH3:53].[Cl:8][CH2:9][CH2:10][N:11]1[CH2:12][CH2:13][O:14][CH2:15][CH2:16]1.[ClH:7].[F:24][c:25]1[c:26]2[c:27](=[O:47])[c:28](-[c:39]3[cH:40][cH:41][c:42]([O:45][CH3:46])[cH:43][cH:44]3)[cH:29][nH:30][c:31]2[c:32]([O:35][CH2:36][CH2:37][CH3:38])[cH:33][cH:34]1.[K+:5].[K+:6].[OH2:54]>>[CH2:9]([CH2:10][N:11]1[CH2:12][CH2:13][O:14][CH2:15][CH2:16]1)[n:30]1[cH:29][c:28](-[c:39]2[cH:40][cH:41][c:42]([O:45][CH3:46])[cH:43][cH:44]2)[c:27](=[O:47])[c:26]2[c:25]([F:24])[cH:34][cH:33][c:32]([O:35][CH2:36][CH2:37][CH3:38])[c:31]21. Starting materials: C(=O)(O)C(CC(=O)O)SC[C@H](NC(CC[C@H](N)C(=O)O)=O)C(=O)NCC(=O)O (S-(α,β-dicarboxyethyl)glutathione), C([O-])([O-])=O.[Ca+2] (calcium carbonate), C(=O)=O (carbon dioxide). Run in O (water). The product is [Ca].C(=O)(O)C(CC(=O)O)SC[C@H](NC(CC[C@H](N)C(=O)O)=O)C(=O)NCC(=O)O (S-(α,β-dicarboxyethyl)glutathione calcium). Isolated yield 100.5%. RXN SMILES: [C:1]([CH:4]([S:9][CH2:10][C@@H:11]([C:22]([NH:24][CH2:25][C:26]([OH:28])=[O:27])=[O:23])[NH:12][C:13](=[O:21])[CH2:14][CH2:15][C@@H:16]([C:18]([OH:20])=[O:19])[NH2:17])[CH2:5][C:6]([OH:8])=[O:7])([OH:3])=[O:2].C(=O)([O-])[O-].[Ca+2:33].C(=O)=O>O>[Ca:33].[C:1]([CH:4]([S:9][CH2:10][C@@H:11]([C:22]([NH:24][CH2:25][C:26]([OH:28])=[O:27])=[O:23])[NH:12][C:13](=[O:21])[CH2:14][CH2:15][C@@H:16]([C:18]([OH:20])=[O:19])[NH2:17])[CH2:5][C:6]([OH:8])=[O:7])([OH:3])=[O:2] |f:1.2,5.6|. Reported procedure: In 40 ml of water is dissolved 2 g of S-(α,β-dicarboxyethyl)glutathione followed by addition of 1 g of calcium carbonate. The mixture is stirred under warming. When the evolution of carbon dioxide gas has ceased, the excess of calcium carbonate is filtered off and the filtrate is concentrated under reduced pressure. To the concentrate is added ethanol and the resulting white crystals are collected by filtration and recrystallized from water-ethanol. Thus is obtained 2.2 g of the title compound a... The reactants are C(C)(C)(C)OC(=O)N1CCC(CC1)COC=1C=C(C=C(C1)C(=O)OC)OS(=O)(=O)C1=C(C=CC=C1)Cl (2-Chlorobenzenesulfonic acid 3 -[[1-N-(tert-butoxycarbonyl)piperidin-4-yl]methoxy]-5-carbomethoxyphenyl ester), FC(C(=O)O)(F)F (trifluoroacetic acid), Cl.N1(N=CC=C1)C(=N)N (1H-pyrazole-1-carboxamidine hydrochloride), Cl.N1(N=CC=C1)C(=N)N (1H-pyrazole-1-carboxamidine hydrochloride). The solvent is C(Cl)Cl (methylene chloride). Reaction conditions: time 8 hour. Yields the product NN=CN1CCC(CC1)COC=1C=C(C=C(C1)C(=O)OC)OS(=O)(=O)C1=C(C=CC=C1)Cl (2- Chlorobenzenesulfonic acid 3-[[1-(aminoiminomethyl)piperidin-4-yl]methoxy]-5-carbomethoxyphenyl ester). The yield is 20.2%. Reaction SMILES: C(O[C:6]([N:8]1[CH2:13][CH2:12][CH:11]([CH2:14][O:15][C:16]2[CH:17]=[C:18]([O:26][S:27]([C:30]3[CH:35]=[CH:34][CH:33]=[CH:32][C:31]=3[Cl:36])(=[O:29])=[O:28])[CH:19]=[C:20]([C:22]([O:24][CH3:25])=[O:23])[CH:21]=2)[CH2:10][CH2:9]1)=O)(C)(C)C.FC(F)(F)C(O)=O.Cl.[N:45]1(C(N)=N)C=CC=[N:46]1>C(Cl)Cl>[NH2:45][N:46]=[CH:6][N:8]1[CH2:9][CH2:10][CH:11]([CH2:14][O:15][C:16]2[CH:17]=[C:18]([O:26][S:27]([C:30]3[CH:35]=[CH:34][CH:33]=[CH:32][C:31]=3[Cl:36])(=[O:28])=[O:29])[CH:19]=[C:20]([C:22]([O:24][CH3:25])=[O:23])[CH:21]=2)[CH2:12][CH2:13]1 |f:2.3|. Reported procedure: 2-Chlorobenzenesulfonic acid 3 -[[1-N-(tert-butoxycarbonyl)piperidin-4-yl]methoxy]-5-carbomethoxyphenyl ester (0.14 g, 0.26 mmol), as prepared in the preceding step, was treated with 2.5 mL of 25% trifluoroacetic acid in methylene chloride at ambient temperature for 15 min. The solvent was evaporated, the residue was azeotroped with acetonitrile (2 times), and placed under high vacuum. The residue was dissolved in methanol (3 mL) and treated with 1H-pyrazole-1-carboxamidine hydrochloride (0.057 ... Isolated yield 69.9%. Run at time 4 hour. Starting materials: C(CCC)C1=CC(=NC=C1)CO (4-n-Butyl-2-hydroxymethylpyridine), S(=O)(Cl)Cl (thionyl chloride). As a reaction SMILES: [CH2:1]([C:5]1[CH:10]=[CH:9][N:8]=[C:7]([CH2:11]O)[CH:6]=1)[CH2:2][CH2:3][CH3:4].S(Cl)([Cl:15])=O>>[ClH:15].[CH2:1]([C:5]1[CH:10]=[CH:9][N:8]=[C:7]([CH2:11][Cl:15])[CH:6]=1)[CH2:2][CH2:3][CH3:4] |f:2.3|. Yields the product Cl.C(CCC)C1=CC(=NC=C1)CCl (4-n-Butyl-2-chloromethylpyridine hydrochloride). Procedure: 4-n-Butyl-2-hydroxymethylpyridine (28.9 g) is added dropwise, in the course of 12 minutes, to thionyl chloride (64 g) whilst allowing the temperature to rise gradually to 65° C. The reaction mixture is subsequently stirred for 4 hours under reflux and is then concentrated to dryness under reduced pressure (20 mm Hg; 2.7 kPa) at 75° C. The resulting residue (45 g) is cautiously taken up in distilled water (350 cc) and extraction is carried out twice with diethyl ether (250 cc in total). The aqueo...